This data is from the Open Reaction Database (ORD), a public repository of structured organic reaction records. The task is: describe an organic reaction: reactants, conditions, products, and yield The reactants are C#CCBr, CCOC(=O)CSc1ccc(O)cc1. Product: C#CCOc1ccc(SCC(=O)OCC)cc1. RXN SMILES: [CH2:15]([C:16]#[CH:17])[Br:18].[CH2:1]([CH3:2])[O:3][C:4]([CH2:5][S:6][c:7]1[cH:8][cH:9][c:10]([OH:13])[cH:11][cH:12]1)=[O:14]>>[CH2:1]([CH3:2])[O:3][C:4]([CH2:5][S:6][c:7]1[cH:8][cH:9][c:10]([O:13][CH2:17][C:16]#[CH:15])[cH:11][cH:12]1)=[O:14]. Reactants: CONC(=O)Cc1ccccc1, ClC(Cl)Cl, CC(C)(C)OCl. Product: CON(Cl)C(=O)Cc1ccccc1. Reaction SMILES: [CH3:1][O:2][NH:3][C:4]([CH2:5][c:6]1[cH:7][cH:8][cH:9][cH:10][cH:11]1)=[O:12].[CH:19]([Cl:20])([Cl:21])[Cl:22].[Cl:13][O:14][C:15]([CH3:16])([CH3:17])[CH3:18]>>[CH3:1][O:2][N:3]([C:4]([CH2:5][c:6]1[cH:7][cH:8][cH:9][cH:10][cH:11]1)=[O:12])[Cl:13]. The reactants are CCOC(=O)CC1(C)C=CC=C2C=c3[nH]c(=O)c(=O)[nH]c3=C21, Cl, C1COCCO1. Yields the product CC1(CC(=O)O)C=CC=C2C=c3[nH]c(=O)c(=O)[nH]c3=C21. Reaction SMILES: [CH3:1][C:2]1([CH2:17][C:18](=[O:19])[O:20][CH2:21][CH3:22])[CH:3]=[CH:4][CH:5]=[C:6]2[CH:7]=[c:8]3[c:9]([nH:10][c:11](=[O:15])[c:12](=[O:14])[nH:13]3)=[C:16]12.[ClH:23].[O:24]1[CH2:25][CH2:26][O:27][CH2:28][CH2:29]1>>[CH3:1][C:2]1([CH2:17][C:18](=[O:19])[OH:20])[CH:3]=[CH:4][CH:5]=[C:6]2[CH:7]=[c:8]3[c:9]([nH:10][c:11](=[O:15])[c:12](=[O:14])[nH:13]3)=[C:16]12. The reactants are ClC1=C(C=CC=C1)S(=O)(=O)Cl (2-chlorobenzenesulfonyl chloride), [O-]C#N.[K+] (potassium cyanate), CC1=NC(=NC(=C1)C)N (4,6-dimethyl-2-pyrimidinamine). The solvent is C(C)#N (acetonitrile). Product: ClC1=C(C=CC=C1)S(=O)(=O)NC(=O)NC1=NC(=CC(=N1)C)C (2-Chloro-N-[(4,6-dimethylpyrimidin-2-yl)aminocarbonyl]benzenesulfonamide). As a reaction SMILES: [Cl:1][C:2]1[CH:7]=[CH:6][CH:5]=[CH:4][C:3]=1[S:8](Cl)(=[O:10])=[O:9].[O-:12][C:13]#[N:14].[K+].[CH3:16][C:17]1[CH:22]=[C:21]([CH3:23])[N:20]=[C:19]([NH2:24])[N:18]=1>C(#N)C>[Cl:1][C:2]1[CH:7]=[CH:6][CH:5]=[CH:4][C:3]=1[S:8]([NH:14][C:13]([NH:24][C:19]1[N:20]=[C:21]([CH3:23])[CH:22]=[C:17]([CH3:16])[N:18]=1)=[O:12])(=[O:10])=[O:9] |f:1.2|. Reported procedure: A slurry of 23.8 g (0.10 mole) 2-chlorobenzenesulfonyl chloride, 16.2 g (0.2 mole) potassium cyanate, 15.5 g (0.11 moles) 4,6-dimethyl-2-pyrimidinamine in 150 ml acetonitrile was stirred at reflux for 5 hours. The reaction was cooled to 25° and filtered. The solids were dissolved in water, filtered, and the filtrate acidified to give a solid A. The reaction filtrate was distilled in vacuo to remove solvent. The residue and Solid A were combined, dissolved in 200 ml of 5% sodium hydroxide and ext... Starting materials: BrC1=CN=C(C=2N1C=C(N2)\C=C\C2=NC1=CC=CC=C1C=C2)N2CCOCC2 ((E)-4-(5-Bromo-2-(2-(quinolin-2-yl)vinyl)imidazo[1,2-a]pyrazin-8-yl)morpholine), CC1(OB(OC1(C)C)C1=CC=C(C=C1)N1C=NN(C1=O)COCC[Si](C)(C)C)C (4-(4-(4,4,5,5-Tetramethyl-1,3,2-dioxaborolan-2-yl)phenyl)-1-((2-(trimethylsilyl)ethoxy)methyl)-1H-1,2,4-triazol-5(4H)-one), C(=O)([O-])[O-].[Na+].[Na+] (Na2CO3). The reagents and catalysts are C1=CC=C(C=C1)P([C-]2C=CC=C2)C3=CC=CC=C3.C1=CC=C(C=C1)P([C-]2C=CC=C2)C3=CC=CC=C3.Cl[Pd]Cl.[Fe+2].C(Cl)Cl (PdCl2(dppf) DCM). Reaction conditions: temperature 90 celsius, time 5 hour. The product is O1CCN(CC1)C=1C=2N(C(=CN1)C1=CC=C(C=C1)N1C=NN(C1=O)COCC[Si](C)(C)C)C=C(N2)\C=C\C2=NC1=CC=CC=C1C=C2 ((E)-4-(4-(8-morpholino-2-(2-(quinolin-2-yl)vinyl)imidazo[1,2-a]pyrazin-5-yl)phenyl)-1-((2-(trimethylsilyl)ethoxy)methyl)-1H-1,2,4-triazol-5(4H)-one). As a reaction SMILES: Br[C:2]1[N:7]2[CH:8]=[C:9](/[CH:11]=[CH:12]/[C:13]3[CH:22]=[CH:21][C:20]4[C:15](=[CH:16][CH:17]=[CH:18][CH:19]=4)[N:14]=3)[N:10]=[C:6]2[C:5]([N:23]2[CH2:28][CH2:27][O:26][CH2:25][CH2:24]2)=[N:4][CH:3]=1.CC1(C)C(C)(C)OB([C:37]2[CH:42]=[CH:41][C:40]([N:43]3[C:47](=[O:48])[N:46]([CH2:49][O:50][CH2:51][CH2:52][Si:53]([CH3:56])([CH3:55])[CH3:54])[N:45]=[CH:44]3)=[CH:39][CH:38]=2)O1.C([O-])([O-])=O.[Na+].[Na+]>C1C=CC(P(C2C=CC=CC=2)[C-]2C=CC=C2)=CC=1.C1C=CC(P(C2C=CC=CC=2)[C-]2C=CC=C2)=CC=1.Cl[Pd]Cl.[Fe+2].C(Cl)Cl>[O:26]1[CH2:27][CH2:28][N:23]([C:5]2[C:6]3[N:7]([CH:8]=[C:9](/[CH:11]=[CH:12]/[C:13]4[CH:22]=[CH:21][C:20]5[C:15](=[CH:16][CH:17]=[CH:18][CH:19]=5)[N:14]=4)[N:10]=3)[C:2]([C:37]3[CH:38]=[CH:39][C:40]([N:43]4[C:47](=[O:48])[N:46]([CH2:49][O:50][CH2:51][CH2:52][Si:53]([CH3:56])([CH3:55])[CH3:54])[N:45]=[CH:44]4)=[CH:41][CH:42]=3)=[CH:3][N:4]=2)[CH2:24][CH2:25]1 |f:2.3.4,5.6.7.8.9|. Reported procedure: A mixture of compound 2b (100 mg, 0.229 mmol), compound 82c (115 mg, 0.275 mmol), PdCl2(dppf)-DCM (5.6 mg, 0.0069 mmol), and Argon-degassed aqueous 2M Na2CO3 (0.573 mL, 1.15 mmol) in Argon-degassed 1,4-dioxane (4 mL) was further degassed with Argon for 3 min and then stirred at 90° C. for 5 h. After cooling to room temperature, the reaction mixture was concentrated under reduced pressure to a brown oil which was purified by flash column chromatography on silica gel (20-100% EtOAc-DCM), followed ... Reactants: Cl.NCCNC(C1=CC=C(C=C1)N1C=NC=C1)=O (N-(2-aminoethyl)-4-(1H-imidazol-1-yl)benzamide hydrochloride), [OH-].[Na+] (sodium hydroxide), O1CC1CC1=CC=C(C=C1)CCOC (1,2-epoxy-3-[4-(2-methoxyethyl)phenyl]propane). Solvent: CO (methanol), O (water). Reaction conditions: temperature 60 celsius. Product: OC(CNCCNC(C1=CC=C(C=C1)N1C=NC=C1)=O)COC1=CC=C(C=C1)CCOC (N-[2-[[2-Hydroxy-3-(4-(2-methoxyethyl)phenoxy)propyl]amino]ethyl]-4-(1H-imidazol-1-yl)benzamide). RXN SMILES: Cl.[NH2:2][CH2:3][CH2:4][NH:5][C:6](=[O:18])[C:7]1[CH:12]=[CH:11][C:10]([N:13]2[CH:17]=[CH:16][N:15]=[CH:14]2)=[CH:9][CH:8]=1.[OH-:19].[Na+].O1C(C[C:25]2[CH:30]=[CH:29][C:28]([CH2:31][CH2:32][O:33][CH3:34])=[CH:27][CH:26]=2)C1>CO.O>[OH:19][CH:7]([CH2:6][O:18][C:25]1[CH:26]=[CH:27][C:28]([CH2:31][CH2:32][O:33][CH3:34])=[CH:29][CH:30]=1)[CH2:8][NH:2][CH2:3][CH2:4][NH:5][C:6](=[O:18])[C:7]1[CH:12]=[CH:11][C:10]([N:13]2[CH:17]=[CH:16][N:15]=[CH:14]2)=[CH:9][CH:8]=1 |f:0.1,2.3|. Reported procedure: To a solution of 10 g (37.5 mmol) N-(2-aminoethyl)-4-(1H-imidazol-1-yl)benzamide hydrochloride in 50 mL methanol and 5 mL water with 1.69 g (42 mmol) sodium hydroxide, add 8.59 g(41.2 mmol) 1,2-epoxy-3-[4-(2-methoxyethyl)phenyl]propane. Heat the mixtureto 60° C. for about 18 h. Cool the reaction mixture to room temperature and remove the solvents in vacuo. The resulting oil is chromatographed on alumina (activity III) using CH2Cl2 :MeOH, 98:2. Combine the appropriate fractions and remove the sol...